From a dataset of the Open Reaction Database (ORD), a public repository of structured organic reaction records. describe an organic reaction: reactants, conditions, products, and yield Starting materials: ClC1=CC=C(C=C1)C1OC(CN1)COCCC (2-p-chlorophenyl-5-propoxymethyl oxazolidine), C(=O)(OC)CCC(=O)Cl (3-carbomethoxypropionyl chloride), [OH-].[Na+] (sodium hydroxide). Solvent: C1=CC=CC=C1 (benzene). Yields the product ClC1=CC=C(C=C1)C1OC(CN1C(CCC(=O)OC)=O)COCCC (2-p-chlorophenyl-3(3-carbomethoxypropionyl)5-propoxymethyl oxazolidine). RXN SMILES: [Cl:1][C:2]1[CH:7]=[CH:6][C:5]([CH:8]2[NH:12][CH2:11][CH:10]([CH2:13][O:14][CH2:15][CH2:16][CH3:17])[O:9]2)=[CH:4][CH:3]=1.[C:18]([CH2:22][CH2:23][C:24](Cl)=[O:25])([O:20][CH3:21])=[O:19].[OH-].[Na+]>C1C=CC=CC=1>[Cl:1][C:2]1[CH:3]=[CH:4][C:5]([CH:8]2[N:12]([C:24](=[O:25])[CH2:23][CH2:22][C:18]([O:20][CH3:21])=[O:19])[CH2:11][CH:10]([CH2:13][O:14][CH2:15][CH2:16][CH3:17])[O:9]2)=[CH:6][CH:7]=1 |f:2.3|. Procedure details: To 25.6 milliliters of 25 percent w/v, 2-p-chlorophenyl-5-propoxymethyl oxazolidine solution in 50 milliliters of benzene was added 3.8 grams of 3-carbomethoxypropionyl chloride. To this reaction mixture was added 2 grams of 50% sodium hydroxide. Upon completion of the reaction solvent, benzene, was removed in vacuo. There was obtained 6.0 grams of the title compound, nD30 1.4975. Analytical data supports the structure. Starting materials: Cc1ccc(-c2nc(C(=O)O)n(C)c2-c2ccc(C)cc2)cc1, NC1CCCCC1. Yields the product Cc1ccc(-c2nc(C(=O)NC3CCCCC3)n(C)c2-c2ccc(C)cc2)cc1. RXN SMILES: [CH3:8][c:9]1[cH:10][cH:11][c:12](-[c:15]2[n:16][c:17]([C:28](=[O:29])[OH:30])[n:18]([CH3:27])[c:19]2-[c:20]2[cH:21][cH:22][c:23]([CH3:26])[cH:24][cH:25]2)[cH:13][cH:14]1.[NH2:1][CH:2]1[CH2:3][CH2:4][CH2:5][CH2:6][CH2:7]1>>[NH:1]([CH:2]1[CH2:3][CH2:4][CH2:5][CH2:6][CH2:7]1)[C:28]([c:17]1[n:16][c:15](-[c:12]2[cH:11][cH:10][c:9]([CH3:8])[cH:14][cH:13]2)[c:19](-[c:20]2[cH:21][cH:22][c:23]([CH3:26])[cH:24][cH:25]2)[n:18]1[CH3:27])=[O:29]. Starting materials: C(C)OC(C=C1NC2=C(C(=NC1)C1=C(C=CC=C1)F)C=C(C=C2)Cl)=O (7-chloro-5-(2-fluorophenyl)-1,3-dihydro-2H-1,4-benzodiazepine-2-ylideneacetic acid ethyl ester), N(=O)[O-].[Na+] (Sodium nitrite). Solvent: C(C)(=O)O (acetic acid). Run at time 5 minute. The product is C(C)OC(C(C1=NC2=C(C(=NC1)C1=C(C=CC=C1)F)C=C(C=C2)Cl)=NO)=O (7-Chloro-5-(2-fluorophenyl)-alpha-hydroxyimino-3H-1,4-benzodiazepine-2-acetic acid ethyl ester). Reaction SMILES: [CH2:1]([O:3][C:4](=[O:25])[CH:5]=[C:6]1[CH2:12][N:11]=[C:10]([C:13]2[CH:18]=[CH:17][CH:16]=[CH:15][C:14]=2[F:19])[C:9]2[CH:20]=[C:21]([Cl:24])[CH:22]=[CH:23][C:8]=2[NH:7]1)[CH3:2].[N:26]([O-])=[O:27].[Na+]>C(O)(=O)C>[CH2:1]([O:3][C:4](=[O:25])[C:5](=[N:26][OH:27])[C:6]1[CH2:12][N:11]=[C:10]([C:13]2[CH:18]=[CH:17][CH:16]=[CH:15][C:14]=2[F:19])[C:9]2[CH:20]=[C:21]([Cl:24])[CH:22]=[CH:23][C:8]=2[N:7]=1)[CH3:2] |f:1.2|. Procedure details: The crude 7-chloro-5-(2-fluorophenyl)-1,3-dihydro-2H-1,4-benzodiazepine-2-ylideneacetic acid ethyl ester obtained by reduction of 10 g. of the end produce of Example 15 as described above was dissolved in 40 ml. of glacial acetic acid. Sodium nitrite, 2.45 g., was added with stirring over a period of 5 minutes. Following the addition the mixture was stirred at room temperature for 15 minutes. The product started to crystallize and was further precipitated by addition of 50 ml. of water. The crys... Reaction SMILES: [OH:1][C:2]1[CH:27]=[CH:26][C:5]([C:6]([C:8]2[C:17]3[C:12](=[CH:13][CH:14]=[CH:15][CH:16]=3)[CH2:11][CH2:10][C:9]=2[C:18]2[CH:23]=[CH:22][C:21]([O:24][CH3:25])=[CH:20][CH:19]=2)=O)=[CH:4][CH:3]=1>CS(O)(=O)=O.[Cl-].[Na+].O>[OH:1][C:2]1[CH:3]=[CH:4][C:5]([CH:6]2[C:8]3[C:9](=[CH:10][CH:11]=[C:12]4[CH:13]=[CH:14][CH:15]=[CH:16][C:17]4=3)[C:18]3[C:19]2=[CH:20][C:21]([O:24][CH3:25])=[CH:22][CH:23]=3)=[CH:26][CH:27]=1 |f:2.3.4|. Run in CS(=O)(=O)O (methanesulfonic acid), [Cl-].[Na+].O (brine). Run at time 8 hour. Yields the product OC1=CC=C(C=C1)C1C2=CC(=CC=C2C2=CC=C3C(=C12)C=CC=C3)OC (11-(4-hydroxyphenyl)-9-methoxy-11H-benzo[a]fluorene). Reactants: OC1=CC=C(C(=O)C2=C(CCC3=CC=CC=C23)C2=CC=C(C=C2)OC)C=C1 (4-(4-hydroxybenzoyl)-3-(4-methoxyphenyl)-1,2-dihydronaphthalene), ice. Procedure details: A 15 g portion of 4-(4-hydroxybenzoyl)-3-(4-methoxyphenyl)-1,2-dihydronaphthalene was dissolved in 200 g of methanesulfonic acid under nitrogen, and was stirred overnight at ambient temperature. Then the suspension was poured over 200 g of ice and the mixture was added to 100 ml of brine, which was in turn extracted with 300 ml of ethyl acetate. The organic extract was then washed with 100 ml of water, with 100 ml of saturated aqueous sodium bicarbonate solution, and again with 20 ml of brine. T... Starting materials: N, CN(Cc1cc2ccccc2n1C)C(=O)C=Cc1ccc(N2C(=O)CCC2=O)nc1. The product is CN(Cc1cc2ccccc2n1C)C(=O)C=Cc1ccc(NC(=O)CCC(N)=O)nc1. RXN SMILES: [NH3:31].[O:1]=[C:2]1[N:3]([c:8]2[cH:9][cH:10][c:11]([CH:14]=[CH:15][C:16](=[O:17])[N:18]([CH2:19][c:20]3[n:21]([CH3:29])[c:22]4[cH:23][cH:24][cH:25][cH:26][c:27]4[cH:28]3)[CH3:30])[cH:12][n:13]2)[C:4](=[O:7])[CH2:5][CH2:6]1>>[O:1]=[C:2]([CH2:6][CH2:5][C:4]([NH:3][c:8]1[cH:9][cH:10][c:11]([CH:14]=[CH:15][C:16](=[O:17])[N:18]([CH2:19][c:20]2[n:21]([CH3:29])[c:22]3[cH:23][cH:24][cH:25][cH:26][c:27]3[cH:28]2)[CH3:30])[cH:12][n:13]1)=[O:7])[NH2:31]. Starting materials: BrC(Br)(Br)Br, ClCCl, CC(C)(C)OC(=O)N1CCC(CC=O)CC1, O, c1ccc(P(c2ccccc2)c2ccccc2)cc1. The product is CC(C)(C)OC(=O)N1CCC(CC=C(Br)Br)CC1. Reaction SMILES: [C:1]([Br:2])([Br:3])([Br:4])[Br:5].[Cl:42][CH2:43][Cl:44].[O:25]=[CH:26][CH2:27][CH:28]1[CH2:29][CH2:30][N:31]([C:34](=[O:35])[O:36][C:37]([CH3:38])([CH3:39])[CH3:40])[CH2:32][CH2:33]1.[OH2:41].[c:6]1([P:7]([c:8]2[cH:9][cH:10][cH:11][cH:12][cH:13]2)[c:14]2[cH:15][cH:16][cH:17][cH:18][cH:19]2)[cH:20][cH:21][cH:22][cH:23][cH:24]1>>[C:1]([Br:2])([Br:5])=[CH:26][CH2:27][CH:28]1[CH2:29][CH2:30][N:31]([C:34](=[O:35])[O:36][C:37]([CH3:38])([CH3:39])[CH3:40])[CH2:32][CH2:33]1. The reactants are C([O-])([O-])=O.[Ca+2] (Calcium carbonate), [Br-].[Ca+2].[Br-] (calcium bromide), C([C@@H]1[C@H]([C@@H]([C@H]([C@H](O1)O[C@@H]2[C@H](O[C@H]([C@@H]([C@H]2O)O)O)CO)O)O)O)O (maltose), C([C@@H]1[C@H]([C@@H]([C@H]([C@H](O1)O[C@@H]2[C@H](O[C@H]([C@@H]([C@H]2O)O)O)CO)O)O)O)O (maltose), C([C@@H]1[C@H]([C@@H]([C@H]([C@H](O1)O[C@@H]2[C@H](O[C@H]([C@@H]([C@H]2O)O)O)CO)O)O)O)O (Maltose), C([C@@H]1[C@H]([C@@H]([C@H]([C@H](O1)O[C@@H]2[C@H](O[C@H]([C@@H]([C@H]2O)O)O)CO)O)O)O)O (maltose), graphite. The solvent is O (water). Run at temperature 8 celsius, time 8 hour. Product: C([C@@H]1[C@H]([C@@H]([C@H]([C@@H](O1)O[C@H]([C@@H](CO)O)[C@@H]([C@H](C(=O)O)O)O)O)O)O)O (cellobionic acid), C([C@@H]1[C@H]([C@@H]([C@H]([C@@H](O1)O[C@@H]2[C@H](O[C@H]([C@@H]([C@H]2O)O)O)CO)O)O)O)O (cellobiose). RXN SMILES: [CH2:1]([OH:23])[C@H:2]1[O:7][C@H:6]([O:8][C@H:9]2[C@H:14]([OH:15])[C@@H:13]([OH:16])[C@H:12]([OH:17])[O:11][C@@H:10]2[CH2:18][OH:19])[C@H:5]([OH:20])[C@@H:4]([OH:21])[C@@H:3]1[OH:22].C(=O)([O-])[O-:25].[Ca+2].[Br-].[Ca+2].[Br-]>O>[CH2:1]([OH:23])[C@H:2]1[O:7][C@@H:6]([O:8][C@@H:9]([C@H:14]([OH:15])[C@@H:13]([OH:16])[C:12]([OH:17])=[O:11])[C@H:10]([OH:25])[CH2:18][OH:19])[C@H:5]([OH:20])[C@@H:4]([OH:21])[C@@H:3]1[OH:22].[CH2:1]([OH:23])[C@H:2]1[O:7][C@@H:6]([O:8][C@H:9]2[C@H:14]([OH:15])[C@@H:13]([OH:16])[C@H:12]([OH:17])[O:11][C@@H:10]2[CH2:18][OH:19])[C@H:5]([OH:20])[C@@H:4]([OH:21])[C@@H:3]1[OH:22] |f:1.2,3.4.5|. Procedure: Maltose (1 kg, 2.92 moles) is dissolved into 3.8 l, deionized water with heating, in the range of about 40° C. to 60° C., or sufficient to dissolve the maltose. Calcium carbonate (381 g, 3.81 moles) and calcium bromide (51 g, 0.26 mole) are added with mixing. The solution is poured into an electrolysis chamber equipped with a cooling loop and cooled. Six volts DC are applied to opposite graphite electrodes. At 8 hour intervals, the potential is reversed. After 24 h, maltose (1 kg, 2.92 moles) is...